This data is from the Open Reaction Database (ORD), a public repository of structured organic reaction records. The task is: describe an organic reaction: reactants, conditions, products, and yield The reactants are COCCOC, COc1nc(C)cnc1N(C(=O)OCC(C)C)S(=O)(=O)c1ccccc1-c1ccc(C)cc1, CO, [Na+], [OH-]. The product is COc1nc(C)cnc1NS(=O)(=O)c1ccccc1-c1ccc(C)cc1. Reaction SMILES: [CH2:38]([CH2:39][O:40][CH3:41])[O:42][CH3:43].[CH2:3]([O:4][C:5](=[O:6])[N:10]([S:11](=[O:12])(=[O:13])[c:14]1[c:15](-[c:20]2[cH:21][cH:22][c:23]([CH3:26])[cH:24][cH:25]2)[cH:16][cH:17][cH:18][cH:19]1)[c:27]1[n:28][cH:29][c:30]([CH3:35])[n:31][c:32]1[O:33][CH3:34])[CH:7]([CH3:8])[CH3:9].[CH3:36][OH:37].[Na+:2].[OH-:1]>>[NH:10]([S:11](=[O:12])(=[O:13])[c:14]1[c:15](-[c:20]2[cH:21][cH:22][c:23]([CH3:26])[cH:24][cH:25]2)[cH:16][cH:17][cH:18][cH:19]1)[c:27]1[n:28][cH:29][c:30]([CH3:35])[n:31][c:32]1[O:33][CH3:34].